Dataset: the Open Reaction Database (ORD), a public repository of structured organic reaction records. Task: describe an organic reaction: reactants, conditions, products, and yield Reactants: [Al+3], COc1ccc2c(Cc3ccc(OCCBr)cc3)c(-c3ccc(Cl)cc3Cl)c(=O)oc2c1, CCS, [Cl-], [Cl-], [Cl-], ClCCl, [Na+], O=C([O-])O. The product is O=c1oc2cc(O)ccc2c(Cc2ccc(OCCBr)cc2)c1-c1ccc(Cl)cc1Cl. RXN SMILES: [Al+3:34].[Br:1][CH2:2][CH2:3][O:4][c:5]1[cH:6][cH:7][c:8]([CH2:9][c:10]2[c:11](-[c:23]3[c:24]([Cl:30])[cH:25][c:26]([Cl:29])[cH:27][cH:28]3)[c:12](=[O:22])[o:13][c:14]3[cH:15][c:16]([O:20][CH3:21])[cH:17][cH:18][c:19]23)[cH:31][cH:32]1.[CH2:37]([SH:38])[CH3:39].[Cl-:33].[Cl-:35].[Cl-:36].[Cl:45][CH2:46][Cl:47].[Na+:44].[O-:40][C:41]([OH:42])=[O:43]>>[Br:1][CH2:2][CH2:3][O:4][c:5]1[cH:6][cH:7][c:8]([CH2:9][c:10]2[c:11](-[c:23]3[c:24]([Cl:30])[cH:25][c:26]([Cl:29])[cH:27][cH:28]3)[c:12](=[O:22])[o:13][c:14]3[cH:15][c:16]([OH:20])[cH:17][cH:18][c:19]23)[cH:31][cH:32]1. Reactants: Cl.COC(=O)CCNC(C1=CC(=C(C=C1)NCCCN1CCSCC1)[N+](=O)[O-])=O (3-nitro-4-(3-thiomorpholino-propylamino)-benzoic acid-[N-(2-methoxycarbonyl-ethyl)-amide]-hydrochloride). Solvent: C(Cl)Cl.CO (methylene chloride methanol). Product: COC(=O)CCNC(C1=CC(=C(C=C1)NCCCCC1=CC=CC=C1)[N+](=O)[O-])=O (3-nitro-4-(4-phenyl-butylamino)-benzoic acid-[N-(2-methoxycarbonyl-ethyl)-amide]). Reaction SMILES: Cl.[CH3:2][O:3][C:4]([CH2:6][CH2:7][NH:8][C:9](=[O:29])[C:10]1[CH:15]=[CH:14][C:13]([NH:16][CH2:17][CH2:18][CH2:19]N2CCSCC2)=[C:12]([N+:26]([O-:28])=[O:27])[CH:11]=1)=[O:5]>C(Cl)Cl.CO>[CH3:2][O:3][C:4]([CH2:6][CH2:7][NH:8][C:9](=[O:29])[C:10]1[CH:15]=[CH:14][C:13]([NH:16][CH2:17][CH2:18][CH2:19][CH2:9][C:10]2[CH:15]=[CH:14][CH:13]=[CH:12][CH:11]=2)=[C:12]([N+:26]([O-:28])=[O:27])[CH:11]=1)=[O:5] |f:0.1,2.3|. Reported procedure: The same procedure is used as in (1). Rf value: 0.51 (silica gel; methylene chloride/methanol=19:1) Reported procedure: Chlorosulfonic acid (40 mmol) is added dropwise to a cold (0° C.) solution of 2,3-dihydro-2-trifluoroacetyl-1H-Benz[de]isoquinoline (8 mmol) in chloroform (800 mL). The resulting solution is stirred at 0° C. for 30 minutes. The cold bath is then removed and the solution is stirred at room temperature for 1 hour then cautiously poured into ice-water. The organic layer is separated, dried over magnesium sulfate and concentrated to afford the title compound. The crude product can be purified by rec... Run in C(Cl)(Cl)Cl (chloroform). Reactants: ClS(=O)(=O)O (Chlorosulfonic acid), FC(C(=O)N1CC2=CC=CC=3C2=C(C1)C=CC3)(F)F (2,3-dihydro-2-trifluoroacetyl-1H-Benz[de]isoquinoline). Yields the product FC(C(=O)N1CC2=CC=CC=3C2=C(C1)C=CC3S(=O)(=O)Cl)(F)F (2,3-dihydro-2-trifluoroacetyl-1H-Benz[de]isoquinoline-6-sulfonyl Chloride). Reaction SMILES: [Cl:1][S:2]([OH:5])(=O)=[O:3].[F:6][C:7]([F:24])([F:23])[C:8]([N:10]1[CH2:19][C:18]2[CH:20]=[CH:21][CH:22]=[C:16]3[C:17]=2[C:12](=[CH:13][CH:14]=[CH:15]3)[CH2:11]1)=[O:9]>C(Cl)(Cl)Cl>[F:24][C:7]([F:6])([F:23])[C:8]([N:10]1[CH2:11][C:12]2[CH:13]=[CH:14][C:15]([S:2]([Cl:1])(=[O:5])=[O:3])=[C:16]3[C:17]=2[C:18](=[CH:20][CH:21]=[CH:22]3)[CH2:19]1)=[O:9]. Run at temperature 0 celsius, time 30 minute. Starting materials: CC(C)(C)[Si](C)(C)Cl, O=[N+]([O-])c1cnc2cc(OCc3ccccc3)ccc2c1NCCO, CN(C)c1ccncc1, CCOC(C)=O, c1ccncc1. The product is CC(C)(C)[Si](C)(C)OCCNc1c([N+](=O)[O-])cnc2cc(OCc3ccccc3)ccc12. RXN SMILES: [C:32]([CH3:33])([CH3:34])([CH3:35])[Si:36]([CH3:37])([CH3:38])[Cl:39].[CH2:1]([c:2]1[cH:3][cH:4][cH:5][cH:6][cH:7]1)[O:8][c:9]1[cH:10][cH:11][c:12]2[c:13]([NH:22][CH2:23][CH2:24][OH:25])[c:14]([N+:19](=[O:20])[O-:21])[cH:15][n:16][c:17]2[cH:18]1.[CH3:40][N:41]([c:42]1[cH:43][cH:44][n:45][cH:46][cH:47]1)[CH3:48].[CH3:49][CH2:50][O:51][C:52](=[O:53])[CH3:54].[cH:26]1[cH:27][cH:28][n:29][cH:30][cH:31]1>>[CH2:1]([c:2]1[cH:3][cH:4][cH:5][cH:6][cH:7]1)[O:8][c:9]1[cH:10][cH:11][c:12]2[c:13]([NH:22][CH2:23][CH2:24][O:25][Si:36]([C:32]([CH3:33])([CH3:34])[CH3:35])([CH3:37])[CH3:38])[c:14]([N+:19](=[O:20])[O-:21])[cH:15][n:16][c:17]2[cH:18]1. The product is N#CCCNCCCO. Reactants: C=O, C=CC#N, C#N, C#N, NCCCO. As a reaction SMILES: [CH2:12]=[O:13].[CH2:6]=[CH:7][C:8]#[N:9].[CH:10]#[N:11].[CH:14]#[N:15].[NH2:1][CH2:2][CH2:3][CH2:4][OH:5]>>[NH:1]([CH2:2][CH2:3][CH2:4][OH:5])[CH2:6][CH2:7][C:8]#[N:9]. Starting materials: oxide, CON=C(C(=O)NC1[C@@H]2N(C(=C(CS2)COC(C2=CC=C(C=C2)[N+](=O)[O-])=O)C(=O)OC(C2=CC=CC=C2)C2=CC=CC=C2)C1=O)C=1N=C(SC1)N (benzhydryl 7-[2-methoxyimino-2-(2-aminothiazol-4-yl)acetamido]-3-(4-nitrobenzoyloxymethyl)-3-cephem-4-carboxylate). Run in C(C)O (ethanol), O1CCCC1 (tetrahydrofuran). Reaction conditions: time 3 hour. Yields the product CON=C(C(=O)NC1[C@@H]2N(C(=C(CS2)COC(C2=CC=C(C=C2)N)=O)C(=O)OC(C2=CC=CC=C2)C2=CC=CC=C2)C1=O)C=1N=C(SC1)N (benzhydryl 7-[2-methoxyimino-2-(2-aminothiazol-4-yl)acetamido]-3-(4-aminobenzoyl-oxymethyl)-3-cephem-4-carboxylate). The yield is 72.8%. Reaction SMILES: [CH3:1][O:2][N:3]=[C:4]([C:46]1[N:47]=[C:48]([NH2:51])[S:49][CH:50]=1)[C:5]([NH:7][CH:8]1[C:44](=[O:45])[N:10]2[C:11]([C:28]([O:30][CH:31]([C:38]3[CH:43]=[CH:42][CH:41]=[CH:40][CH:39]=3)[C:32]3[CH:37]=[CH:36][CH:35]=[CH:34][CH:33]=3)=[O:29])=[C:12]([CH2:15][O:16][C:17](=[O:27])[C:18]3[CH:23]=[CH:22][C:21]([N+:24]([O-])=O)=[CH:20][CH:19]=3)[CH2:13][S:14][C@H:9]12)=[O:6]>C(O)C.O1CCCC1>[CH3:1][O:2][N:3]=[C:4]([C:46]1[N:47]=[C:48]([NH2:51])[S:49][CH:50]=1)[C:5]([NH:7][CH:8]1[C:44](=[O:45])[N:10]2[C:11]([C:28]([O:30][CH:31]([C:38]3[CH:39]=[CH:40][CH:41]=[CH:42][CH:43]=3)[C:32]3[CH:37]=[CH:36][CH:35]=[CH:34][CH:33]=3)=[O:29])=[C:12]([CH2:15][O:16][C:17](=[O:27])[C:18]3[CH:19]=[CH:20][C:21]([NH2:24])=[CH:22][CH:23]=3)[CH2:13][S:14][C@H:9]12)=[O:6]. Reported procedure: Platinic oxide (0.4 g.) was added to a solution of benzhydryl 7-[2-methoxyimino-2-(2-aminothiazol-4-yl)acetamido]-3-(4-nitrobenzoyloxymethyl)-3-cephem-4-carboxylate (syn isomer) (4.3 g.) in a mixture of ethanol (50 ml.) and tetrahydrofuran (50 ml.), and the suspension was subjected to catalytic reduction at ambient temperature under ordinary pressure for 3 hours. After removing the catalyst from the resultant mixture by filtration, the filtrate was evaporated under reduced pressure. The residue ... Reactants: C1CCOC1, O=C1CNc2c(F)cccc2N1, [H-], CI, [Na+]. Reaction SMILES: [CH2:17]1[O:18][CH2:19][CH2:20][CH2:21]1.[F:1][c:2]1[c:3]2[c:8]([cH:9][cH:10][cH:11]1)[NH:7][C:6](=[O:12])[CH2:5][NH:4]2.[H-:13].[I:15][CH3:16].[Na+:14]>>[F:1][c:2]1[c:3]2[c:8]([cH:9][cH:10][cH:11]1)[N:7]([CH3:16])[C:6](=[O:12])[CH2:5][NH:4]2. Product: CN1C(=O)CNc2c(F)cccc21.